Dataset: the Open Reaction Database (ORD), a public repository of structured organic reaction records. Task: describe an organic reaction: reactants, conditions, products, and yield Starting materials: CC(NC(=O)Cc1cc(F)cc(F)c1)C(=O)O, NC1C(=O)NCc2ccc(F)cc21. Yields the product CC(NC(=O)Cc1cc(F)cc(F)c1)C(=O)NC1C(=O)NCc2ccc(F)cc21. RXN SMILES: [F:1][c:2]1[cH:3][c:4]([CH2:9][C:10](=[O:11])[NH:12][CH:13]([CH3:14])[C:15](=[O:16])[OH:17])[cH:5][c:6]([F:8])[cH:7]1.[NH2:18][CH:19]1[C:20](=[O:30])[NH:21][CH2:22][c:23]2[cH:24][cH:25][c:26]([F:29])[cH:27][c:28]21>>[F:1][c:2]1[cH:3][c:4]([CH2:9][C:10](=[O:11])[NH:12][CH:13]([CH3:14])[C:15](=[O:17])[NH:18][CH:19]2[C:20](=[O:30])[NH:21][CH2:22][c:23]3[cH:24][cH:25][c:26]([F:29])[cH:27][c:28]32)[cH:5][c:6]([F:8])[cH:7]1. Reaction SMILES: [Br:11][NH:12][C:13](=[O:14])[CH2:15][CH2:16][C:17]([NH2:18])=[O:19].[C:20]([O:21][O:22][C:23](=[O:24])[c:25]1[cH:26][cH:27][cH:28][cH:29][cH:30]1)(=[O:31])[c:32]1[cH:33][cH:34][cH:35][cH:36][cH:37]1.[Cl:38][C:39]([Cl:40])([Cl:41])[Cl:42].[n:1]1[cH:2][cH:3][n:4][c:5]2[c:10]1[CH2:9][CH2:8][CH2:7][CH2:6]2>>[n:1]1[cH:2][cH:3][n:4][c:5]2[c:10]1[CH:9]([Br:11])[CH2:8][CH2:7][CH2:6]2. Reactants: NC(=O)CCC(=O)NBr, O=C(OOC(=O)c1ccccc1)c1ccccc1, ClC(Cl)(Cl)Cl, c1cnc2c(n1)CCCC2. The product is BrC1CCCc2nccnc21. Reactants: [Al+3], C1CCOC1, [H-], [H-], [H-], [H-], [Li+], [Na+], O=C1COC2OCCC12, [OH-], O. Yields the product OC1COC2OCCC12. RXN SMILES: [Al+3:2].[CH2:19]1[O:20][CH2:21][CH2:22][CH2:23]1.[H-:1].[H-:4].[H-:5].[H-:6].[Li+:3].[Na+:18].[O:7]1[CH2:8][C:9](=[O:15])[CH:10]2[CH:11]1[O:12][CH2:13][CH2:14]2.[OH-:17].[OH2:16]>>[O:7]1[CH2:8][CH:9]([OH:15])[CH:10]2[CH:11]1[O:12][CH2:13][CH2:14]2. Reactants: OC1=CC(=NC2=C(C=CC=C12)C1CC1)C(=O)OC (methyl 4-hydroxy-8-cyclopropylquinoline-2-carboxylate), C(=O)([O-])[O-].[K+].[K+] (K2CO3), C(C)I (ethyl iodide). Solvent: CN(C)C=O (DMF). Reaction conditions: time 12 hour. Product: C(C)OC1=CC(=NC2=C(C=CC=C12)C1CC1)C(=O)OC (methyl 4-ethoxy-8-cyclopropylquinoline-2-carboxylate). As a reaction SMILES: [OH:1][C:2]1[C:11]2[C:6](=[C:7]([CH:12]3[CH2:14][CH2:13]3)[CH:8]=[CH:9][CH:10]=2)[N:5]=[C:4]([C:15]([O:17][CH3:18])=[O:16])[CH:3]=1.C([O-])([O-])=O.[K+].[K+].[CH2:25](I)[CH3:26]>CN(C=O)C>[CH2:25]([O:1][C:2]1[C:11]2[C:6](=[C:7]([CH:12]3[CH2:14][CH2:13]3)[CH:8]=[CH:9][CH:10]=2)[N:5]=[C:4]([C:15]([O:17][CH3:18])=[O:16])[CH:3]=1)[CH3:26] |f:1.2.3|. Procedure: To a stirred solution of 1.04 g (4.28 mmol) of methyl 4-hydroxy-8-cyclopropylquinoline-2-carboxylate in 11 mL of DMF was added 1.18 g of K2CO3 and 0.68 mL of ethyl iodide successively and the mixture was stirred at 60 deg C. for 12 hr. The mixture was partitioned between AcOEt and H2O and the organic layer was washed with H2O and satd. brine, dried over anhydrous Na2SO4, and then concentrated. The residue was purified on SiO2 column chromatography (eluted with n-Hex/AcOEt=19/1) to yield methyl 4... Reactants: O=C([O-])O, CCCC[N+](CCCC)(CCCC)CCCC, O=S(=O)(Cl)OCCl, ClCCl, ClCCl, O=C(CNC(=O)OCc1ccc([N+](=O)[O-])cc1)Nc1ccc(C(=O)O)cc1, [Na+], O, O=S(=O)([O-])O. Yields the product O=C(CNC(=O)OCc1ccc([N+](=O)[O-])cc1)Nc1ccc(C(=O)OCCl)cc1. RXN SMILES: [C:35](=[O:36])([OH:37])[O-:38].[CH2:48]([N+:49]([CH2:50][CH2:51][CH2:52][CH3:53])([CH2:54][CH2:55][CH2:56][CH3:57])[CH2:58][CH2:59][CH2:60][CH3:61])[CH2:62][CH2:63][CH3:64].[Cl:1][CH2:2][O:3][S:4]([Cl:5])(=[O:6])=[O:7].[Cl:40][CH2:41][Cl:42].[Cl:66][CH2:67][Cl:68].[N+:8](=[O:9])([O-:10])[c:11]1[cH:12][cH:13][c:14]([CH2:15][O:16][C:17](=[O:18])[NH:19][CH2:20][C:21](=[O:22])[NH:23][c:24]2[cH:25][cH:26][c:27]([C:28](=[O:29])[OH:30])[cH:31][cH:32]2)[cH:33][cH:34]1.[Na+:39].[OH2:65].[S:43]([O-:44])([OH:45])(=[O:46])=[O:47]>>[Cl:1][CH2:2][O:3][C:28]([c:27]1[cH:26][cH:25][c:24]([NH:23][C:21]([CH2:20][NH:19][C:17]([O:16][CH2:15][c:14]2[cH:13][cH:12][c:11]([N+:8](=[O:9])[O-:10])[cH:34][cH:33]2)=[O:18])=[O:22])[cH:32][cH:31]1)=[O:29]. Starting materials: [BH4-], CC(C)(C)[Si](C)(C)Oc1ccc(C2CCC(=O)CC2)c(O[Si](C)(C)C(C)(C)C)c1, CCO, [Na+]. Yields the product CC(C)(C)[Si](C)(C)Oc1ccc(C2CCC(O)CC2)c(O[Si](C)(C)C(C)(C)C)c1. As a reaction SMILES: [BH4-:1].[C:3]([CH3:4])([CH3:5])([CH3:6])[Si:7]([O:8][c:9]1[c:10]([CH:23]2[CH2:24][CH2:25][C:26](=[O:29])[CH2:27][CH2:28]2)[cH:11][cH:12][c:13]([O:15][Si:16]([CH3:17])([CH3:18])[C:19]([CH3:20])([CH3:21])[CH3:22])[cH:14]1)([CH3:30])[CH3:31].[CH3:32][CH2:33][OH:34].[Na+:2]>>[C:3]([CH3:4])([CH3:5])([CH3:6])[Si:7]([O:8][c:9]1[c:10]([CH:23]2[CH2:24][CH2:25][CH:26]([OH:29])[CH2:27][CH2:28]2)[cH:11][cH:12][c:13]([O:15][Si:16]([CH3:17])([CH3:18])[C:19]([CH3:20])([CH3:21])[CH3:22])[cH:14]1)([CH3:30])[CH3:31].